This data is from the Open Reaction Database (ORD), a public repository of structured organic reaction records. The task is: describe an organic reaction: reactants, conditions, products, and yield Reactants: BrCCC1OCCO1, [Cl-], [Cl-], [Cl-], O=C(Cl)c1ccc(Cl)cc1, [Cu]Br, [Mg+2], [Mg], [NH4+], C1CCOC1, O. As a reaction SMILES: [Br:1][CH2:2][CH2:3][CH:4]1[O:5][CH2:6][CH2:7][O:8]1.[Cl-:10].[Cl-:12].[Cl-:23].[Cl:13][C:14](=[O:15])[c:16]1[cH:17][cH:18][c:19]([Cl:20])[cH:21][cH:22]1.[Cu:30][Br:31].[Mg+2:11].[Mg:9].[NH4+:24].[O:25]1[CH2:26][CH2:27][CH2:28][CH2:29]1.[OH2:32]>>[CH2:2]([CH2:3][CH:4]1[O:5][CH2:6][CH2:7][O:8]1)[C:14](=[O:15])[c:16]1[cH:17][cH:18][c:19]([Cl:20])[cH:21][cH:22]1. Yields the product O=C(CCC1OCCO1)c1ccc(Cl)cc1. The reactants are CCc1cc2[nH]c3c(cnc4[nH]ncc43)c(=O)n2n1, ICc1ccccc1. Yields the product CCc1cc2n(Cc3ccccc3)c3c(cnc4[nH]ncc43)c(=O)n2n1. As a reaction SMILES: [CH2:1]([CH3:2])[c:3]1[n:4][n:5]2[c:6]([nH:7][c:8]3[c:9]([c:10]2=[O:11])[cH:12][n:13][c:14]2[c:15]3[cH:16][n:17][nH:18]2)[cH:19]1.[CH2:20]([c:21]1[cH:22][cH:23][cH:24][cH:25][cH:26]1)[I:27]>>[CH2:1]([CH3:2])[c:3]1[n:4][n:5]2[c:6]([n:7]([CH2:20][c:21]3[cH:22][cH:23][cH:24][cH:25][cH:26]3)[c:8]3[c:9]([c:10]2=[O:11])[cH:12][n:13][c:14]2[c:15]3[cH:16][n:17][nH:18]2)[cH:19]1. Starting materials: NC(COC1=CC=C(C=C1)C1=C(C2=C(S1)C=C(C=C2)OCC2=CC=CC=C2)CC2=CC(=C(C=C2)CN2CCCC2)OC)=O (2-[4-(2-amino-2-oxoethoxy)phenyl]-6-benzyloxy-3-[3-methoxy-4-[(1-pyrrolidinyl)methyl]benzyl]benzo[b]thiophene), [H-].[Al+3].[Li+].[H-].[H-].[H-] (lithium aluminum hydride), C1CCOC1 (THF). Conditions: temperature 65 celsius, time 24 hour. The product is [NH4+].[OH-].CO.CCOC(=O)C (NH4OH MeOH EtOAc), product. Yield: 31.0%. As a reaction SMILES: [NH2:1][C:2](=O)[CH2:3][O:4][C:5]1[CH:10]=CC(C2SC3C=C(OCC4C=CC=CC=4)C=CC=3C=2CC2C=CC(CN3CCCC3)=C(OC)C=2)=CC=1.[H-].[Al+3].[Li+].[H-].[H-].[H-].C1C[O:53][CH2:52]C1>>[NH4+:1].[OH-:4].[CH3:52][OH:53].[CH3:2][CH2:3][O:4][C:5]([CH3:10])=[O:53] |f:1.2.3.4.5.6,8.9.10.11|. Procedure: To 2-[4-(2-amino-2-oxoethoxy)phenyl]-6-benzyloxy-3-[3-methoxy-4-[(1-pyrrolidinyl)methyl]benzyl]benzo[b]thiophene (93 mg, 0.15 mmol) in THF (5 mL) was added lithium aluminum hydride (57 mg) at ambient temperature and the mixture was stirred under argon at 65° C. for 24 h. The reaction was quenched with water (1 mL) and sodium hydroxide solution (1.0 M, 1 mL) while stirring continued for 30 min. The mixture was then diluted with brine (50 mL) and extracted with dichloromethane (30 mL×3). The combi... The reactants are C1(=CC=CC=C1)S(=O)(=O)C=CC=1C=C(C=CC(=O)OCC)C=C(C1)CC=1C=NC=CC1 (ethyl 3-(2-phenylsulphonylethenyl)-5-(3-pyridylmethyl)cinnamate), CC1=CC=C(C=C1)S(=O)(=O)NN (4-methylphenylsulphonyl hydrazine). Run in C1(=CC=CC=C1)C (toluene). The product is C1(=CC=CC=C1)S(=O)(=O)CCC=1C=C(C=C(C1)CC=1C=NC=CC1)CCC(=O)OCC (Ethyl 3-[3-(2-phenylsulphonylethyl)-5-(3-pyridyl-methyl)phenyl]propanoate). Yield: 78.4%. RXN SMILES: [C:1]1([S:7]([CH:10]=[CH:11][C:12]2[CH:13]=[C:14]([CH:22]=[C:23]([CH2:25][C:26]3[CH:27]=[N:28][CH:29]=[CH:30][CH:31]=3)[CH:24]=2)[CH:15]=[CH:16][C:17]([O:19][CH2:20][CH3:21])=[O:18])(=[O:9])=[O:8])[CH:6]=[CH:5][CH:4]=[CH:3][CH:2]=1.CC1C=CC(S(NN)(=O)=O)=CC=1>C1(C)C=CC=CC=1>[C:1]1([S:7]([CH2:10][CH2:11][C:12]2[CH:13]=[C:14]([CH2:15][CH2:16][C:17]([O:19][CH2:20][CH3:21])=[O:18])[CH:22]=[C:23]([CH2:25][C:26]3[CH:27]=[N:28][CH:29]=[CH:30][CH:31]=3)[CH:24]=2)(=[O:9])=[O:8])[CH:2]=[CH:3][CH:4]=[CH:5][CH:6]=1. Procedure: A mixture of ethyl 3-(2-phenylsulphonylethenyl)-5-(3-pyridylmethyl)cinnamate (preparation 20; 0.485 g) and 4-methylphenylsulphonyl hydrazine (2.08 g) in toluene (25 ml) was heated under reflux for 3 hours and then evaporated under vacuum. The residue was chromatographed on silica gel using an ethyl acetate in hexane elution gradient (50 to 100% ethyl acetate) initially followed by an ethyl acetate:diethylamine (95:5) mixture as eluent. The product fractions were combined and evaporated under vac...